This data is from the Open Reaction Database (ORD), a public repository of structured organic reaction records. The task is: describe an organic reaction: reactants, conditions, products, and yield Starting materials: CC(=O)OC(C(=O)N1C(Cc2ccccc2)COC1(C)C)c1ccn(-c2ccc(-c3ccccc3)cc2)c1, CCOC(=O)C(O)c1ccc(-c2ccc(-c3ccccc3)cc2)o1. Yields the product CCOC(=O)C(OC(C)=O)c1ccc(-c2ccc(-c3ccccc3)cc2)o1. RXN SMILES: [C:1]([CH3:2])(=[O:3])[O:4][CH:5]([c:6]1[cH:7][cH:8][n:9](-[c:10]2[cH:11][cH:12][c:13](-[c:14]3[cH:15][cH:16][cH:17][cH:18][cH:19]3)[cH:20][cH:21]2)[cH:22]1)[C:23]([N:24]1[CH:25]([CH2:26][c:27]2[cH:28][cH:29][cH:30][cH:31][cH:32]2)[CH2:33][O:34][C:35]1([CH3:36])[CH3:37])=[O:38].[CH2:39]([CH3:40])[O:41][C:42]([CH:43]([OH:44])[c:45]1[cH:46][cH:47][c:48](-[c:50]2[cH:51][cH:52][c:53](-[c:56]3[cH:57][cH:58][cH:59][cH:60][cH:61]3)[cH:54][cH:55]2)[o:49]1)=[O:62]>>[C:1]([CH3:2])(=[O:3])[O:44][CH:43]([C:42]([O:41][CH2:39][CH3:40])=[O:62])[c:45]1[cH:46][cH:47][c:48](-[c:50]2[cH:51][cH:52][c:53](-[c:56]3[cH:57][cH:58][cH:59][cH:60][cH:61]3)[cH:54][cH:55]2)[o:49]1. Starting materials: O (water), I(=O)(=O)(=O)[O-].[Na+] (sodium periodate), O (water), ClC1=C(C=C(C=C1C=C)C#N)NC1=NN2C(C(=N1)NC1CC1)=NC=C2C#N (2-((2-chloro-5-cyano-3-vinylphenyl)amino)-4-(cyclopropylamino)imidazo[2,1-f][1,2,4]triazine-7-carbonitrile). The reagents and catalysts are [Os] (osmium). Solvent: CC(C)(C)O (t-BuOH), CC(=O)C (acetone). Run at time 8 hour. Yields the product ClC1=C(C=C(C=C1C=O)C#N)NC1=NN2C(C(=N1)NC1CC1)=NC=C2C#N (2-((2-chloro-5-cyano-3-formylphenyl)amino)-4-(cyclopropylamino)imidazo[2,1-f][1,2,4]triazine-7-carbonitrile). Isolated yield 89.1%. Reaction SMILES: [Cl:1][C:2]1[C:7]([CH:8]=C)=[CH:6][C:5]([C:10]#[N:11])=[CH:4][C:3]=1[NH:12][C:13]1[N:18]=[C:17]([NH:19][CH:20]2[CH2:22][CH2:21]2)[C:16]2=[N:23][CH:24]=[C:25]([C:26]#[N:27])[N:15]2[N:14]=1.O.I([O-])(=O)(=O)=[O:30].[Na+]>CC(C)=O.CC(O)(C)C.[Os]>[Cl:1][C:2]1[C:7]([CH:8]=[O:30])=[CH:6][C:5]([C:10]#[N:11])=[CH:4][C:3]=1[NH:12][C:13]1[N:18]=[C:17]([NH:19][CH:20]2[CH2:22][CH2:21]2)[C:16]2=[N:23][CH:24]=[C:25]([C:26]#[N:27])[N:15]2[N:14]=1 |f:2.3|. Procedure: A suspension of 2-((2-chloro-5-cyano-3-vinylphenyl)amino)-4-(cyclopropylamino)imidazo[2,1-f][1,2,4]triazine-7-carbonitrile (Example 399) (210 mg, 0.557 mmol) in acetone (50 mL) was heated to give a cloudy solution. After cooling to room temperature; water (5 mL), osmium tertroxide (0.350 mL, 2.5 wt % in t-BuOH, 0.028 mmol) and sodium periodate (262 mg, 1.23 mmol) were added. After overnight stirring, additional water (20 mL) was added and the reaction was left stirring for 1 day. Most of the ace... Reactants: C1CCOC1, CN(C)CCC1CCc2cc(O)ccc2C1, ClCc1cc2ccccc2o1, [H-], [Na+], CN(C)C=O, O. Yields the product CN(C)CCC1CCc2cc(OCc3cc4ccccc4o3)ccc2C1. Reaction SMILES: [CH2:35]1[O:36][CH2:37][CH2:38][CH2:39]1.[CH3:1][N:2]([CH3:3])[CH2:4][CH2:5][CH:6]1[CH2:7][c:8]2[cH:9][cH:10][c:11]([OH:16])[cH:12][c:13]2[CH2:14][CH2:15]1.[Cl:19][CH2:20][c:21]1[o:22][c:23]2[c:24]([cH:25]1)[cH:26][cH:27][cH:28][cH:29]2.[H-:17].[Na+:18].[O:30]=[CH:31][N:32]([CH3:33])[CH3:34].[OH2:40]>>[CH3:1][N:2]([CH3:3])[CH2:4][CH2:5][CH:6]1[CH2:7][c:8]2[cH:9][cH:10][c:11]([O:16][CH2:20][c:21]3[o:22][c:23]4[c:24]([cH:25]3)[cH:26][cH:27][cH:28][cH:29]4)[cH:12][c:13]2[CH2:14][CH2:15]1. The reactants are C1CCC2=NCCCN2CC1, COCCOC, CS(=O)c1nc(N)nc(Cl)c1C#N, OCc1ccccn1. Product: N#Cc1c(Cl)nc(N)nc1OCc1ccccn1. Reaction SMILES: [CH2:22]1[CH2:23][CH2:24][C:25]2=[N:30][CH2:29][CH2:28][CH2:27][N:26]2[CH2:31][CH2:32]1.[CH3:33][O:34][CH2:35][CH2:36][O:37][CH3:38].[NH2:1][c:2]1[n:3][c:4]([S:11]([CH3:12])=[O:13])[c:5]([C:9]#[N:10])[c:6]([Cl:8])[n:7]1.[OH:14][CH2:15][c:16]1[n:17][cH:18][cH:19][cH:20][cH:21]1>>[NH2:1][c:2]1[n:3][c:4]([O:14][CH2:15][c:16]2[n:17][cH:18][cH:19][cH:20][cH:21]2)[c:5]([C:9]#[N:10])[c:6]([Cl:8])[n:7]1.